From a dataset of the Open Reaction Database (ORD), a public repository of structured organic reaction records. describe an organic reaction: reactants, conditions, products, and yield Reactants: O=C([O-])O, C1CCNC1, CN(C)C=O, CC12CC(F)C3c4ccc(O)cc4CC(CCCCCI)C3C1CCC2=O, [Na+]. Product: CC12CC(F)C3c4ccc(O)cc4CC(CCCCCN4CCCC4)C3C1CCC2=O. Reaction SMILES: [C:33](=[O:34])([OH:35])[O-:36].[CH2:28]1[CH2:29][CH2:30][NH:31][CH2:32]1.[CH3:38][N:39]([CH3:40])[CH:41]=[O:42].[F:1][CH:2]1[CH:3]2[c:4]3[cH:5][cH:6][c:7]([OH:27])[cH:8][c:9]3[CH2:10][CH:11]([CH2:21][CH2:22][CH2:23][CH2:24][CH2:25][I:26])[CH:12]2[CH:13]2[CH2:14][CH2:15][C:16](=[O:20])[C:17]2([CH3:18])[CH2:19]1.[Na+:37]>>[F:1][CH:2]1[CH:3]2[c:4]3[cH:5][cH:6][c:7]([OH:27])[cH:8][c:9]3[CH2:10][CH:11]([CH2:21][CH2:22][CH2:23][CH2:24][CH2:25][N:31]3[CH2:30][CH2:29][CH2:28][CH2:32]3)[CH:12]2[CH:13]2[CH2:14][CH2:15][C:16](=[O:20])[C:17]2([CH3:18])[CH2:19]1. Starting materials: C1CCNC1, COc1ccc(C(=O)N2CCC(=O)CC2)cc1C(F)(F)F, CCOC(C)=O, CO, ClCCl, Cl, CC(=O)c1ccccc1O. Yields the product COc1ccc(C(=O)N2CCC3(CC2)CC(=O)c2ccccc2O3)cc1C(F)(F)F. As a reaction SMILES: [CH2:11]1[CH2:12][NH:13][CH2:14][CH2:15]1.[CH3:16][O:17][c:18]1[c:19]([C:33]([F:34])([F:35])[F:36])[cH:20][c:21]([C:22](=[O:23])[N:24]2[CH2:25][CH2:26][C:27](=[O:30])[CH2:28][CH2:29]2)[cH:31][cH:32]1.[CH3:41][CH2:42][O:43][C:44](=[O:45])[CH3:46].[CH3:47][OH:48].[Cl:38][CH2:39][Cl:40].[ClH:37].[OH:1][c:2]1[c:3]([C:8]([CH3:9])=[O:10])[cH:4][cH:5][cH:6][cH:7]1>>[O:1]1[c:2]2[c:3]([cH:4][cH:5][cH:6][cH:7]2)[C:8](=[O:10])[CH2:9][C:27]12[CH2:26][CH2:25][N:24]([C:22]([c:21]1[cH:20][c:19]([C:33]([F:34])([F:35])[F:36])[c:18]([O:17][CH3:16])[cH:32][cH:31]1)=[O:23])[CH2:29][CH2:28]2. Starting materials: [Al+3], CCOCC, CC(C)(C#N)c1ccccc1, [H-], [H-], [H-], [H-], [Li+]. The product is CC(C)(CN)c1ccccc1. RXN SMILES: [Al+3:2].[CH3:18][CH2:19][O:20][CH2:21][CH3:22].[CH3:7][C:8]([C:9]#[N:10])([CH3:11])[c:12]1[cH:13][cH:14][cH:15][cH:16][cH:17]1.[H-:1].[H-:4].[H-:5].[H-:6].[Li+:3]>>[CH3:7][C:8]([CH2:9][NH2:10])([CH3:11])[c:12]1[cH:13][cH:14][cH:15][cH:16][cH:17]1. RXN SMILES: [CH3:15][S:16]([Cl:17])(=[O:18])=[O:19].[CH3:20][C:21](=[O:22])[OH:23].[Cl:24][CH2:25][Cl:26].[I:1][c:2]1[cH:3][cH:4][c:5]([NH2:8])[cH:6][n:7]1.[cH:9]1[cH:10][cH:11][n:12][cH:13][cH:14]1>>[I:1][c:2]1[cH:3][cH:4][c:5]([NH:8][S:16]([CH3:15])(=[O:18])=[O:19])[cH:6][n:7]1. Product: CS(=O)(=O)Nc1ccc(I)nc1. Starting materials: CS(=O)(=O)Cl, CC(=O)O, ClCCl, Nc1ccc(I)nc1, c1ccncc1. The product is O=C1CCC(C(=O)OCc2ccc([N+](=O)[O-])cc2)(N2OCC(NC(=O)OCc3ccccc3)C2=O)O1. Starting materials: O=C(NC1CONC1=O)OCc1ccccc1, ClCCl, O=C([O-])CCC(=O)C(=O)OCc1ccc([N+](=O)[O-])cc1. As a reaction SMILES: [CH2:21]([c:22]1[cH:23][cH:24][cH:25][cH:26][cH:27]1)[O:28][C:29](=[O:30])[NH:31][CH:32]1[C:33](=[O:37])[NH:34][O:35][CH2:36]1.[Cl:38][CH2:39][Cl:40].[O:1]=[C:2]([C:3](=[O:4])[O:5][CH2:6][c:7]1[cH:8][cH:9][c:10]([N+:13](=[O:14])[O-:15])[cH:11][cH:12]1)[CH2:16][CH2:17][C:18](=[O:19])[O-:20]>>[C:2]1([C:3](=[O:4])[O:5][CH2:6][c:7]2[cH:8][cH:9][c:10]([N+:13](=[O:14])[O-:15])[cH:11][cH:12]2)([N:34]2[C:33](=[O:37])[CH:32]([NH:31][C:29]([O:28][CH2:21][c:22]3[cH:23][cH:24][cH:25][cH:26][cH:27]3)=[O:30])[CH2:36][O:35]2)[CH2:16][CH2:17][C:18](=[O:19])[O:20]1. The reactants are C(C)(=O)NC1=C(C=C(C=C1)SC#N)[N+](=O)[O-] (1-acetamido-2-nitro-4-thiocyanatobenzene), BrC=1SC=CN1 (2-bromothiazole), CN(C=O)C (dimethylformamide), [Na] (sodium). The solvent is O (water). Reaction conditions: time 1 hour. Product: C(C)(=O)NC1=C(C=C(C=C1)SC=1SC=CN1)[N+](=O)[O-] (1-acetamido-2-nitro-4-(thiazol-2-ylthio)benzene). As a reaction SMILES: [C:1]([NH:4][C:5]1[CH:10]=[CH:9][C:8]([S:11][C:12]#[N:13])=[CH:7][C:6]=1[N+:14]([O-:16])=[O:15])(=[O:3])[CH3:2].CN(C)C=O.[Na].BrC1[S:25][CH:26]=[CH:27]N=1>O>[C:1]([NH:4][C:5]1[CH:10]=[CH:9][C:8]([S:11][C:12]2[S:25][CH:26]=[CH:27][N:13]=2)=[CH:7][C:6]=1[N+:14]([O-:16])=[O:15])(=[O:3])[CH3:2] |^1:21|. Procedure details: To a solution of 2.37 g. of 1-acetamido-2-nitro-4-thiocyanatobenzene in 10 ml. dimethylformamide, there is added under nitrogen at less than 30°C., 0.38 g. of sodium borohydrode. The mixture is stirred at 20°-30°C. for 1 hour, then 3.2 ml. of 2-bromothiazole is added. The mixture is heated to 130°-135°C. for 1 hour, then cooled and diluted with water. The crude product is filtered off and recrystallized from methanol yielding 1-acetamido-2-nitro-4-(thiazol-2-ylthio)benzene. Reactants: C(C)OC(C(CC1=C(C=C(C=C1)OC(C)(C1=CN=C(S1)C1=CC=C(C=C1)C(F)(F)F)C)C)OCC)=O ([rac]-2-ethoxy-3-(2-methyl-4-{1-methyl-1-[2-(4-trifluoromethyl-phenyl)-thiazol-5-yl]-ethoxy}-phenyl)-propionic acid ethyl ester), [Li+].[OH-] (LiOH). Product: C(C)OC(C(=O)O)CC1=C(C=C(C=C1)OC(C)(C1=CN=C(S1)C1=CC=C(C=C1)C(F)(F)F)C)C ([rac]-2-ethoxy-3-(2-methyl-4-{1-methyl-1-[2-(4-trifluoromethyl-phenyl)-thiazol-5-yl]-ethoxy}-phenyl)-propionic acid). Reaction SMILES: C([O:3][C:4](=[O:36])[CH:5]([O:33][CH2:34][CH3:35])[CH2:6][C:7]1[CH:12]=[CH:11][C:10]([O:13][C:14]([CH3:31])([C:16]2[S:20][C:19]([C:21]3[CH:26]=[CH:25][C:24]([C:27]([F:30])([F:29])[F:28])=[CH:23][CH:22]=3)=[N:18][CH:17]=2)[CH3:15])=[CH:9][C:8]=1[CH3:32])C.[Li+].[OH-]>>[CH2:34]([O:33][CH:5]([CH2:6][C:7]1[CH:12]=[CH:11][C:10]([O:13][C:14]([CH3:31])([C:16]2[S:20][C:19]([C:21]3[CH:22]=[CH:23][C:24]([C:27]([F:28])([F:29])[F:30])=[CH:25][CH:26]=3)=[N:18][CH:17]=2)[CH3:15])=[CH:9][C:8]=1[CH3:32])[C:4]([OH:36])=[O:3])[CH3:35] |f:1.2|. Procedure: In analogy to the procedure described in example 10 d], [rac]-2-ethoxy-3-(2-methyl-4-{1-methyl-1-[2-(4-trifluoromethyl-phenyl)-thiazol-5-yl]-ethoxy}-phenyl)-propionic acid ethyl ester was treated with LiOH to obtain [rac]-2-ethoxy-3-(2-methyl-4-{1-methyl-1-[2-(4-trifluoromethyl-phenyl)-thiazol-5-yl]-ethoxy}-phenyl)-propionic acid as colorless oil.